This data is from the Open Reaction Database (ORD), a public repository of structured organic reaction records. The task is: describe an organic reaction: reactants, conditions, products, and yield The reactants are CC=1OC(C=2C(N1)=CSC2)=O (2-methyl-thieno[3,4-d][1,3]oxazin-4-one), ClC1=C(N)C=CC=C1 (2-chloroaniline). Solvent: C(C)(=O)O (acetic acid). The product is ClC1=C(C=CC=C1)NC(=O)C=1C(=CSC1)NC(C)=O (3-Acetamidothiophene-4-carboxylic acid 2-chlorophenylamide). RXN SMILES: [CH3:1][C:2]1[O:3][C:4](=[O:11])[C:5]2[C:6](=[CH:8][S:9][CH:10]=2)[N:7]=1.[Cl:12][C:13]1[CH:19]=[CH:18][CH:17]=[CH:16][C:14]=1[NH2:15]>C(O)(=O)C>[Cl:12][C:13]1[CH:19]=[CH:18][CH:17]=[CH:16][C:14]=1[NH:15][C:4]([C:5]1[C:6]([NH:7][C:2](=[O:3])[CH3:1])=[CH:8][S:9][CH:10]=1)=[O:11]. Procedure: To a slurry of 2-methyl-thieno[3,4-d][1,3]oxazin-4-one (1.3 g, 7.78 mmol) and acetic acid (15 mL) was added 2-chloroaniline (1.64 mL, 15.57 mmol). The mixture was refluxed 4 hours, cooled, and concentrated. The residue was partitioned between ethyl acetate and water and the aqueous phase was made basic by careful addition of saturated aqueous sodium bicarbonate. The phases were separated and the aqueous layer was extracted with ethyl acetate. The combined organic layer was washed with water and ... The reactants are ice water, [OH-].[Na+] (sodium hydroxide), Br (hydrobromic acid), COC1=CC=C(CC2N(CCC2)C)C=C1 (2-(4-methoxybenzyl)-1-methylpyrrolidine), Br (hydrobromic acid). The solvent is C(C)(=O)O (acetic acid), C(C)(=O)O (acetic acid). Reaction conditions: time 24 hour. Product: OC1=CC=C(CC2N(CCC2)C)C=C1 (2-(4-hydroxybenzyl)-1-methylpyrrolidine). Reaction SMILES: C[O:2][C:3]1[CH:15]=[CH:14][C:6]([CH2:7][CH:8]2[CH2:12][CH2:11][CH2:10][N:9]2[CH3:13])=[CH:5][CH:4]=1.Br.[OH-].[Na+]>C(O)(=O)C>[OH:2][C:3]1[CH:15]=[CH:14][C:6]([CH2:7][CH:8]2[CH2:12][CH2:11][CH2:10][N:9]2[CH3:13])=[CH:5][CH:4]=1 |f:2.3|. Procedure: Boil 6.2 g of 2-(4-methoxybenzyl)-1-methylpyrrolidine under reflux for 24 hours in a mixture of 30 ml of acetic acid and 30 ml of 48% strength hydrobromic acid. Add a further 20 ml of acetic acid and 20 ml of hydrobromic acid to the refluxed mixture and continue boiling for a further 24 hours. Pour the mixture onto 400 ml of ice water before adjusting its pH to 10 with 6 N sodium hydroxide solution and then extracting it 4 times with, in each case, 50 ml of diethyl ether. Dry the combined ether ...